Dataset: the Open Reaction Database (ORD), a public repository of structured organic reaction records. Task: describe an organic reaction: reactants, conditions, products, and yield Reactants: [Br-], CCCC[N+](CCCC)(CCCC)CCCC, C=C(C)c1ccccc1, BrC(Br)Br, [Na+], [OH-], O. RXN SMILES: [Br-:16].[CH3:17][CH2:18][CH2:19][CH2:20][N+:21]([CH2:22][CH2:23][CH2:24][CH3:25])([CH2:26][CH2:27][CH2:28][CH3:29])[CH2:30][CH2:31][CH2:32][CH3:33].[CH3:1][C:2](=[CH2:3])[c:4]1[cH:5][cH:6][cH:7][cH:8][cH:9]1.[CH:10]([Br:11])([Br:12])[Br:13].[Na+:15].[OH-:14].[OH2:34]>>[CH2:1]1[C:2]([CH3:3])([c:4]2[cH:5][cH:6][cH:7][cH:8][cH:9]2)[C:10]1([Br:11])[Br:13]. Yields the product CC1(c2ccccc2)CC1(Br)Br. Reactants: C(C1=CC=CC=C1)(=O)N1N=C(C2=CC=C(C=C12)F)C1CCN(CC1)C (1-benzoyl-6-fluoro-3-(1-methyl-4-piperidinyl)-1H-indazole), ClC(=O)OC1=CC=CC=C1 (phenyl chloroformate). The solvent is ClCCl (dichloromethane). Run at time 24 hour. Product: C(C1=CC=CC=C1)(=O)N1N=C(C2=CC=C(C=C12)F)C1CCN(CC1)C(=O)OC1=CC=CC=C1 (1-Benzoyl-6-fluoro-3-(1-phenoxycarbonyl-4-piperidinyl)-1H-indazole). The yield is 17.9%. Reaction SMILES: [C:1]([N:9]1[C:17]2[C:12](=[CH:13][CH:14]=[C:15]([F:18])[CH:16]=2)[C:11]([CH:19]2[CH2:24][CH2:23][N:22](C)[CH2:21][CH2:20]2)=[N:10]1)(=[O:8])[C:2]1[CH:7]=[CH:6][CH:5]=[CH:4][CH:3]=1.Cl[C:27]([O:29][C:30]1[CH:35]=[CH:34][CH:33]=[CH:32][CH:31]=1)=[O:28]>ClCCl>[C:1]([N:9]1[C:17]2[C:12](=[CH:13][CH:14]=[C:15]([F:18])[CH:16]=2)[C:11]([CH:19]2[CH2:24][CH2:23][N:22]([C:27]([O:29][C:30]3[CH:35]=[CH:34][CH:33]=[CH:32][CH:31]=3)=[O:28])[CH2:21][CH2:20]2)=[N:10]1)(=[O:8])[C:2]1[CH:3]=[CH:4][CH:5]=[CH:6][CH:7]=1. Procedure details: To a solution of 1-benzoyl-6-fluoro-3-(1-methyl-4-piperidinyl)-1H-indazole (2.0 g, 5.93 mmol) in dichloromethane (100 ml) was added phenyl chloroformate (3.9 ml, 29.65 mmol) at room temperature. The reaction mixture was stirred at room temperature for 24 hours, refluxed for an additional 0.5 hours and subsequently concentrated. The remaining residue was dissolved into dichloromethane and washed with 10% HCl (aq.). The organic phase was dried (MgSO4), filtered, and concentrated to give an oil whi... Reactants: C1(=CC=CC=C1)C1=CCCN(C1)C1=NC(=NC(=C1)C)Cl (4-(5-Phenyl-1,2,3,6-tetrahydropyridin-1-yl)-2-chloro-6-methylpyrimidine), Cl.BrC1=C(N)C=CC(=C1)C(C)C (2-bromo-4-isopropylaniline hydrochloride), C(C)(C)N(CC)C(C)C (diisopropylethylamine), C(O)([O-])=O.[Na+] (sodium hydrogencarbonate). The solvent is C(CO)O (ethylene glycol). The product is BrC1=C(C=CC(=C1)C(C)C)NC1=NC(=CC(=N1)N1CCC=C(C1)C1=CC=CC=C1)C (2-[N-(2-bromo-4-isopropylphenyl)amino]-4-(5-phenyl-1,2,3,6-tetrahydropyridin-1-yl)-6-methylpyrimidine). Isolated yield 74.0%. Reaction SMILES: [C:1]1([C:7]2[CH2:12][N:11]([C:13]3[CH:18]=[C:17]([CH3:19])[N:16]=[C:15](Cl)[N:14]=3)[CH2:10][CH2:9][CH:8]=2)[CH:6]=[CH:5][CH:4]=[CH:3][CH:2]=1.Cl.[Br:22][C:23]1[CH:29]=[C:28]([CH:30]([CH3:32])[CH3:31])[CH:27]=[CH:26][C:24]=1[NH2:25].C(N(C(C)C)CC)(C)C.C(=O)([O-])O.[Na+]>C(O)CO>[Br:22][C:23]1[CH:29]=[C:28]([CH:30]([CH3:31])[CH3:32])[CH:27]=[CH:26][C:24]=1[NH:25][C:15]1[N:14]=[C:13]([N:11]2[CH2:12][C:7]([C:1]3[CH:6]=[CH:5][CH:4]=[CH:3][CH:2]=3)=[CH:8][CH2:9][CH2:10]2)[CH:18]=[C:17]([CH3:19])[N:16]=1 |f:1.2,4.5|. Reported procedure: 4-(5-Phenyl-1,2,3,6-tetrahydropyridin-1-yl)-2-chloro-6-methylpyrimidine (1.10 g), 2-bromo-4-isopropylaniline hydrochloride (0.97 g), and diisopropylethylamine (0.50 g) were heated at reflux in 5 ml of ethylene glycol for 1 hour. The reaction solution was poured into a saturated sodium hydrogencarbonate aqueous solution and extracted with ethyl acetate. The extract was washed with water and then with a saturated sodium chloride aqueous solution, and dried over anhydrous sodium sulfate. The desicc... Starting materials: CC(=O)C1=CC(=CC=C1)Br (3-bromoacetophenone), BrBr (bromine), [Mg] (magnesium), solution, BrC1=CC(=C(C=C1)OC)C (4-bromo-2-methylanisole), BrC1=CC(=C(C=C1)OC)C (4-bromo-2-methylanisole). The solvent is O1CCCC1 (tetrahydrofuran), O1CCCC1 (Tetrahydrofuran), O1CCCC1 (tetrahydrofuran). Run at temperature 40 celsius, time 2 hour. The product is BrC=1C=C(C=CC1)C(=C)C1=CC(=C(C=C1)OC)C (4-[1-(3-Bromo-phenyl)-vinyl]-1-methoxy-2-methyl-benzene), oil. Isolated yield 55.0%. Reaction SMILES: [Mg].Br[C:3]1[CH:8]=[CH:7][C:6]([O:9][CH3:10])=[C:5]([CH3:11])[CH:4]=1.BrBr.[CH3:14][C:15]([C:17]1[CH:22]=[CH:21][CH:20]=[C:19]([Br:23])[CH:18]=1)=O>O1CCCC1>[Br:23][C:19]1[CH:18]=[C:17]([C:15]([C:3]2[CH:8]=[CH:7][C:6]([O:9][CH3:10])=[C:5]([CH3:11])[CH:4]=2)=[CH2:14])[CH:22]=[CH:21][CH:20]=1. Procedure: Tetrahydrofuran (5 mL) was added to magnesium turnings (330 mg, 13.56 mmol) in a dried apparatus consisting of 250 mL 3-necked flask, addition funnel and reflux condenser. Then 5 mL of a solution of 4-bromo-2-methylanisole (2.5 g, 12.43 mmol) in tetrahydrofuran (15 mL) was added, followed by a drop of bromine. The exothermic reaction started instantaneously, and the 4-bromo-2-methylanisole solution was added at such a rate to maintain gentle reflux of the reaction mixture (25 min). After complet... The reactants are C(C1=CC=CC=C1)OCC1CCC(CC1)(C1=CC=CC=C1)N(C)C ((4-benzyloxymethyl-1-phenylcyclohexyl)dimethylamine), Cl (hydrochloride). The product is Cl.C(C1=CC=CC=C1)OCC1CCC(CC1)(C1=CC=CC=C1)N(C)C ((4-Benzyloxymethyl-1-phenylcyclohexyl)dimethylamine hydrochloride). As a reaction SMILES: [CH2:1]([O:8][CH2:9][CH:10]1[CH2:15][CH2:14][C:13]([N:22]([CH3:24])[CH3:23])([C:16]2[CH:21]=[CH:20][CH:19]=[CH:18][CH:17]=2)[CH2:12][CH2:11]1)[C:2]1[CH:7]=[CH:6][CH:5]=[CH:4][CH:3]=1.[ClH:25]>>[ClH:25].[CH2:1]([O:8][CH2:9][CH:10]1[CH2:11][CH2:12][C:13]([N:22]([CH3:24])[CH3:23])([C:16]2[CH:21]=[CH:20][CH:19]=[CH:18][CH:17]=2)[CH2:14][CH2:15]1)[C:2]1[CH:3]=[CH:4][CH:5]=[CH:6][CH:7]=1 |f:2.3|. Procedure: As described for Example 1, 278 mg of the more polar diastereoisomer of (4-benzyloxymethyl-1-phenylcyclohexyl)dimethylamine were also obtained and this was converted analogously to 305 mg of the corresponding hydrochloride.